From a dataset of the Open Reaction Database (ORD), a public repository of structured organic reaction records. describe an organic reaction: reactants, conditions, products, and yield Starting materials: [Cl-].C(CCCCCCCCC)[N+](C)(C)CCCCCCCCCC (didecyldimethylammonium chloride), C(C(O)C1=CC=CC=C1)(=O)O (mandelic acid), [OH-].[Na+] (NaOH). Solvent: C(Cl)(Cl)Cl (chloroform). Run at temperature 50 celsius, time 2 hour. Yields the product C(C(O)C1=CC=CC=C1)(=O)[O-].C(CCCCCCCCC)[N+](C)(C)CCCCCCCCCC (Didecyldimethylammonium Mandelate). Yield: 96.0%. RXN SMILES: [Cl-].[CH2:2]([N+:12]([CH2:15][CH2:16][CH2:17][CH2:18][CH2:19][CH2:20][CH2:21][CH2:22][CH2:23][CH3:24])([CH3:14])[CH3:13])[CH2:3][CH2:4][CH2:5][CH2:6][CH2:7][CH2:8][CH2:9][CH2:10][CH3:11].[C:25]([OH:35])(=[O:34])[CH:26]([C:28]1[CH:33]=[CH:32][CH:31]=[CH:30][CH:29]=1)[OH:27].[OH-].[Na+]>C(Cl)(Cl)Cl>[C:25]([O-:35])(=[O:34])[CH:26]([C:28]1[CH:33]=[CH:32][CH:31]=[CH:30][CH:29]=1)[OH:27].[CH2:15]([N+:12]([CH2:2][CH2:3][CH2:4][CH2:5][CH2:6][CH2:7][CH2:8][CH2:9][CH2:10][CH3:11])([CH3:14])[CH3:13])[CH2:16][CH2:17][CH2:18][CH2:19][CH2:20][CH2:21][CH2:22][CH2:23][CH3:24] |f:0.1,3.4,6.7|. Procedure details: To 0.03 mol of didecyldimethylammonium chloride dissolved in 50 mL distilled water was added 0.03 mol of mandelic acid and 0.03 mol of NaOH. The mixture was stirred at 50° C. for 2 h. After cooling to room temperature, 60 mL of chloroform was added. Chloroform phase was washed with distilled water until chloride ions were no longer detected using AgNO3. The obtained mandelate with 96% yield is insoluble in water and was dried in vacuum. Reactants: C(=C)C=1C=C(C=2C=NN(C2C1)C1=CC(=C(C=C1)O)F)O (6-Ethenyl-1-(3-fluoro-4-hydroxyphenyl)-1H-indazol-4-ol). Reagents/catalysts: [Pd] (palladium on charcoal). Run in C(C)O (ethanol), C(C)(=O)OCC (ethyl acetate). The product is C(C)C=1C=C(C=2C=NN(C2C1)C1=CC(=C(C=C1)O)F)O (6-Ethyl-1-(3-fluoro-4-hydroxyphenyl)-1H-indazol-4-ol). Yield: 18.9%. Reaction SMILES: [CH:1]([C:3]1[CH:4]=[C:5]([OH:20])[C:6]2[CH:7]=[N:8][N:9]([C:12]3[CH:17]=[CH:16][C:15]([OH:18])=[C:14]([F:19])[CH:13]=3)[C:10]=2[CH:11]=1)=[CH2:2]>C(O)C.C(OCC)(=O)C.[Pd]>[CH2:1]([C:3]1[CH:4]=[C:5]([OH:20])[C:6]2[CH:7]=[N:8][N:9]([C:12]3[CH:17]=[CH:16][C:15]([OH:18])=[C:14]([F:19])[CH:13]=3)[C:10]=2[CH:11]=1)[CH3:2]. Procedure: A solution of 6-ethenyl-1-(3-fluoro-4-hydroxyphenyl)-1H-indazol-4-ol (E6) (190 mg, 0.70 mmol) in ethanol (6 mL) and ethyl acetate (6 mL) was hydrogenated over a weekend at room temperature and a pressure of 50 psi over a 10% palladium on charcoal catalyst (20 mg). After filtration to remove the catalyst, the filtrate was concentrated and the crude product purified using MDAP to yield the title compound (E7) (36 mg).